From a dataset of the Open Reaction Database (ORD), a public repository of structured organic reaction records. describe an organic reaction: reactants, conditions, products, and yield Starting materials: CN1C(CCC1)CN (1-methyl-2-aminomethylpyrrolidine), CNS(=O)(=O)C=1C=C(C2=C(OCCO2)C1)C(=O)Cl (7-methylsulfamoyl-1,4-benzodioxane-5-carbonyl chloride), O (water). Run in C(Cl)(Cl)Cl (chloroform), C(Cl)(Cl)Cl (chloroform). Yields the product CN1C(CCC1)CNC(=O)C1=CC(=CC=2OCCOC21)S(NC)(=O)=O (N-(1-methyl-2-pyrrolidylmethyl)-7-methylsulfamoyl-1,4-benzodioxane-5-carboxamide). Yield: 78.5%. As a reaction SMILES: [CH3:1][N:2]1[CH2:6][CH2:5][CH2:4][CH:3]1[CH2:7][NH2:8].[CH3:9][NH:10][S:11]([C:14]1[CH:15]=[C:16]([C:24](Cl)=[O:25])[C:17]2[O:22][CH2:21][CH2:20][O:19][C:18]=2[CH:23]=1)(=[O:13])=[O:12].O>C(Cl)(Cl)Cl>[CH3:1][N:2]1[CH2:6][CH2:5][CH2:4][CH:3]1[CH2:7][NH:8][C:24]([C:16]1[C:17]2[O:22][CH2:21][CH2:20][O:19][C:18]=2[CH:23]=[C:14]([S:11](=[O:13])(=[O:12])[NH:10][CH3:9])[CH:15]=1)=[O:25]. Procedure details: 61 g of dextrorotatory 1-methyl-2-aminomethylpyrrolidine, 465 ccm of chloroform and, in portions, 155 g of 7-methylsulfamoyl-1,4-benzodioxane-5-carbonyl chloride, with the temperature being maintained at 5°-10° C., were introduced into a balloon flask provided with an agitator and a thermometer. After agitation of the mixture and the addition of 1,850 cm3 of water, chloroform was distilled and the remaining solution was filtered. The base was precipitated by the addition of 65 cm3 of 20% ammonia...